From a dataset of the Open Reaction Database (ORD), a public repository of structured organic reaction records. describe an organic reaction: reactants, conditions, products, and yield The reactants are C(C)(=O)NC1=CC=C(C=C1)CCCCOS(=O)(=O)C1=CC=C(C=C1)C (4-methylbenzenesulfonic acid 4-(4-acetylaminophenyl)butyl ester), C(CCCCCC)N1C=NC=C1 (1-heptyl-1H-imidazole). Conditions: time 5 hour. The product is CC1=CC=C(C=C1)S(=O)(=O)[O-].C(C)(=O)NC1=CC=C(C=C1)CCCC[N+]1=CN(C=C1)CCCCCCC (1-[4-[4-(Acetylamino)phenyl]butyl]-3-heptylimidazolium 4-methylbenzenesulfonate). Reaction SMILES: [C:1]([NH:4][C:5]1[CH:10]=[CH:9][C:8]([CH2:11][CH2:12][CH2:13][CH2:14][O:15][S:16]([C:19]2[CH:24]=[CH:23][C:22]([CH3:25])=[CH:21][CH:20]=2)(=[O:18])=[O:17])=[CH:7][CH:6]=1)(=[O:3])[CH3:2].[CH2:26]([N:33]1[CH:37]=[CH:36][N:35]=[CH:34]1)[CH2:27][CH2:28][CH2:29][CH2:30][CH2:31][CH3:32]>>[CH3:25][C:22]1[CH:21]=[CH:20][C:19]([S:16]([O-:18])(=[O:17])=[O:15])=[CH:24][CH:23]=1.[C:1]([NH:4][C:5]1[CH:6]=[CH:7][C:8]([CH2:11][CH2:12][CH2:13][CH2:14][N+:35]2[CH:36]=[CH:37][N:33]([CH2:26][CH2:27][CH2:28][CH2:29][CH2:30][CH2:31][CH3:32])[CH:34]=2)=[CH:9][CH:10]=1)(=[O:3])[CH3:2] |f:2.3|. Procedure details: Heat a mixture of 6.23 g (0.017 mole) 4-methylbenzenesulfonic acid 4-(4-acetylaminophenyl)butyl ester and 2.9 g (0.017 mole) 1-heptyl-1H-imidazole to 80° C., for 5 hours, following the reaction by thin-layer chromatography on silica gel (acetonitrile: ammonium hydroxide, 90:10). At the completion of the reaction, triturate the cooled resultant material with petroleum ether. Recrystallize the material from 25 ml hot methyl ethyl ketone with hot filtration, chill and seed to obtain the title compo... The reactants are C(=O)(N1C=NC=C1)N1C=NC=C1 (1,1′-carbonyldiimidazole), N1=CC=C(C=C1)SCC(=O)O ((pyridin-4-ylsulfanyl)-acetic acid), N[C@H]1[C@H]2SCC(=C(N2C1=O)C(=O)O)/C=C\1/C(N(CC1)CC1CC1)=O ((E)-(6R,7R)-7-amino-3-(1-cyclopropylmethyl-2-oxo-pyrrolidin-3-ylidenemethyl)-8-oxo-5-thia-1-azabicyclo[4.2.0]oct-2-ene-2-carboxylic acid). Solvent: CN(C=O)C (N,N-dimethylformamide). Product: C1(CC1)CN1C(\C(\CC1)=C\C1=C(N2C([C@H]([C@H]2SC1)NC(CSC1=CC=NC=C1)=O)=O)C(=O)O)=O ((E)-(6R,7R)-3-(1-Cyclopropylmethyl-2-oxo-pyrrolidin-3-ylidenemethyl)-8-oxo-7-(2-pyridin-4-ylsulfanyl-acetylamino)-5-thia-1-aza-bicyclo[4.2.0]oct-2-ene-2-carboxylic acid). Reaction SMILES: C(N1C=CN=C1)(N1C=CN=C1)=O.[N:13]1[CH:18]=[CH:17][C:16]([S:19][CH2:20][C:21]([OH:23])=O)=[CH:15][CH:14]=1.[NH2:24][C@@H:25]1[C:32](=[O:33])[N:31]2[C@@H:26]1[S:27][CH2:28][C:29](/[CH:37]=[C:38]1/[C:39](=[O:47])[N:40]([CH2:43][CH:44]3[CH2:46][CH2:45]3)[CH2:41][CH2:42]/1)=[C:30]2[C:34]([OH:36])=[O:35]>CN(C)C=O>[CH:44]1([CH2:43][N:40]2[CH2:41][CH2:42]/[C:38](=[CH:37]\[C:29]3[CH2:28][S:27][C@H:26]4[N:31]([C:32](=[O:33])[C@H:25]4[NH:24][C:21](=[O:23])[CH2:20][S:19][C:16]4[CH:15]=[CH:14][N:13]=[CH:18][CH:17]=4)[C:30]=3[C:34]([OH:36])=[O:35])/[C:39]2=[O:47])[CH2:46][CH2:45]1. Reported procedure: With 111.0 mg (0.68 mmol) 1,1′-carbonyldiimidazole, 116.0 mg (0.68 mmol) (pyridin-4-ylsulfanyl)-acetic acid and 200.0 mg (0.57 mmol) ) (E)-(6R,7R)-7-amino-3-(1-cyclopropylmethyl-2-oxo-pyrrolidin-3-ylidenemethyl)-8-oxo-5-thia-1-azabicyclo[4.2.0]oct-2-ene-2-carboxylic acid in 4 ml N,N-dimethylformamide. The reactants are CCOc1ccc(C(=O)Cl)cc1, CN(C)Cc1ccccc1, C#N, c1ccccc1. Product: CN(C)Cc1ccccc1, Cl. As a reaction SMILES: [CH2:11]([O:12][c:13]1[cH:14][cH:15][c:16]([C:17](=[O:18])[Cl:20])[cH:19][cH:21]1)[CH3:22].[CH3:1][N:2]([CH2:3][c:4]1[cH:5][cH:6][cH:7][cH:8][cH:9]1)[CH3:10].[CH:23]#[N:24].[cH:25]1[cH:26][cH:27][cH:28][cH:29][cH:30]1>>[CH3:1][N:2]([CH2:3][c:4]1[cH:5][cH:6][cH:7][cH:8][cH:9]1)[CH3:10].[ClH:20]. The reactants are CN(C(\C=C\C=1N=C(NC1)C)=O)C ((E)-N,N-dimethyl-3-(2-methyl-1H-imidazol-4-yl)-2-propenamide), [H][H] (hydrogen), Cl (HCl). The reagents and catalysts are [Pd] (palladium on charcoal). Run in CO (methanol), CO (methanol). Reaction conditions: time 4 hour. Product: Cl.CN(C(CCC=1N=C(NC1)C)=O)C (N,N-Dimethyl-3-(2-methyl-1H-imidazol-4-yl)propanamide hydrochloride). Reaction SMILES: [CH3:1][N:2]([CH3:13])[C:3](=[O:12])/[CH:4]=[CH:5]/[C:6]1[N:7]=[C:8]([CH3:11])[NH:9][CH:10]=1.[H][H].[ClH:16]>CO.[Pd]>[ClH:16].[CH3:13][N:2]([CH3:1])[C:3](=[O:12])[CH2:4][CH2:5][C:6]1[N:7]=[C:8]([CH3:11])[NH:9][CH:10]=1 |f:5.6|. Procedure details: A solution of (E)-N,N-dimethyl-3-(2-methyl-1H-imidazol-4-yl)-2-propenamide (340 mg) in methanol (10 ml) and HCl-saturated ethanol (2 ml) was added to a previously hydrogen-saturated suspension of 10% palladium on charcoal (50% paste with water) (35 mg) in methanol (10 ml) and the resulting suspension stirred at room temperature under hydrogen for 4 h. The mixture was filtered, concentrated in vacuo to ca. 5 ml and ethyl acetate (ca. 40 ml) was added, precipitating the title compound (275 mg) as ... Reactants: BrCC1=C(C=C2CC(COC2=C1)CCCCC)F (7-bromomethyl-6-fluoro-3-pentylchroman), C1(=CC=CC=C1)P(C1=CC=CC=C1)C1=CC=CC=C1 (triphenylphosphine). Run in C(C)#N (acetonitrile). Reaction conditions: time 8 hour. The product is [Br-].FC=1C=C2CC(COC2=CC1C[P+](C1=CC=CC=C1)(C1=CC=CC=C1)C1=CC=CC=C1)CCCCC ((6-Fluoro-3-pentylchroman-7-ylmethyl)triphenylphosphonium bromide). RXN SMILES: [Br:1][CH2:2][C:3]1[CH:12]=[C:11]2[C:6]([CH2:7][CH:8]([CH2:13][CH2:14][CH2:15][CH2:16][CH3:17])[CH2:9][O:10]2)=[CH:5][C:4]=1[F:18].[C:19]1([P:25]([C:32]2[CH:37]=[CH:36][CH:35]=[CH:34][CH:33]=2)[C:26]2[CH:31]=[CH:30][CH:29]=[CH:28][CH:27]=2)[CH:24]=[CH:23][CH:22]=[CH:21][CH:20]=1>C(#N)C>[Br-:1].[F:18][C:4]1[CH:5]=[C:6]2[C:11](=[CH:12][C:3]=1[CH2:2][P+:25]([C:26]1[CH:27]=[CH:28][CH:29]=[CH:30][CH:31]=1)([C:32]1[CH:37]=[CH:36][CH:35]=[CH:34][CH:33]=1)[C:19]1[CH:20]=[CH:21][CH:22]=[CH:23][CH:24]=1)[O:10][CH2:9][CH:8]([CH2:13][CH2:14][CH2:15][CH2:16][CH3:17])[CH2:7]2 |f:3.4|. Procedure details: 11.0 g (34.9 mmol) of 7-bromomethyl-6-fluoro-3-pentylchroman and 9.20 g (35.1 mmol) of triphenylphosphine are dissolved in 70 ml of acetonitrile, and the mixture is stirred overnight at room temp. The batch is subsequently cooled to 0° C., and the precipitated (6-fluoro-3-pentylchroman-7-ylmethyl)triphenylphosphonium bromide is filtered off with suction and dried in vacuo. Starting materials: CCSCCO, CCCCP(CCCC)CCCC, CC(C)OC(C)C, CCOC(=O)CCc1ccc(N(C2CCc3c(-c4c(C)cc(O)cc4C)cccc32)S(=O)(=O)c2ccccc2[N+](=O)[O-])cc1F, O=C(N=NC(=O)N1CCCCC1)N1CCCCC1, C1CCOC1. Product: CCOC(=O)CCc1ccc(N(C2CCc3c(-c4c(C)cc(OCCSCC)cc4C)cccc32)S(=O)(=O)c2ccccc2[N+](=O)[O-])cc1F. As a reaction SMILES: [CH2:46]([CH3:47])[S:48][CH2:49][CH2:50][OH:51].[CH2:52]([P:53]([CH2:54][CH2:55][CH2:56][CH3:57])[CH2:58][CH2:59][CH2:60][CH3:61])[CH2:62][CH2:63][CH3:64].[CH:88]([O:89][CH:90]([CH3:91])[CH3:92])([CH3:93])[CH3:94].[F:1][c:2]1[c:3]([CH2:39][CH2:40][C:41](=[O:42])[O:43][CH2:44][CH3:45])[cH:4][cH:5][c:6]([N:8]([S:9](=[O:10])(=[O:11])[c:12]2[c:13]([N+:18](=[O:19])[O-:20])[cH:14][cH:15][cH:16][cH:17]2)[CH:21]2[CH2:22][CH2:23][c:24]3[c:25](-[c:30]4[c:31]([CH3:38])[cH:32][c:33]([OH:37])[cH:34][c:35]4[CH3:36])[cH:26][cH:27][cH:28][c:29]32)[cH:7]1.[N:65]([C:66]([N:67]1[CH2:68][CH2:69][CH2:70][CH2:71][CH2:72]1)=[O:73])=[N:74][C:75]([N:76]1[CH2:77][CH2:78][CH2:79][CH2:80][CH2:81]1)=[O:82].[O:83]1[CH2:84][CH2:85][CH2:86][CH2:87]1>>[F:1][c:2]1[c:3]([CH2:39][CH2:40][C:41](=[O:42])[O:43][CH2:44][CH3:45])[cH:4][cH:5][c:6]([N:8]([S:9](=[O:10])(=[O:11])[c:12]2[c:13]([N+:18](=[O:19])[O-:20])[cH:14][cH:15][cH:16][cH:17]2)[CH:21]2[CH2:22][CH2:23][c:24]3[c:25](-[c:30]4[c:31]([CH3:38])[cH:32][c:33]([O:37][CH2:50][CH2:49][S:48][CH2:46][CH3:47])[cH:34][c:35]4[CH3:36])[cH:26][cH:27][cH:28][c:29]32)[cH:7]1.